The task is: describe an organic reaction: reactants, conditions, products, and yield. This data is from the Open Reaction Database (ORD), a public repository of structured organic reaction records. The reactants are CN(CCCNC=O)C (N-(3-dimethylaminopropyl)formamide), [N+](=O)([O-])C1=C2C=CC=C(C2=CC=C1)CCl (5-nitro-1-chloromethylnaphthalene). Run in O (water). Product: [Cl-].C[N+](CCCNC=O)(CC1=CC=CC2=C(C=CC=C12)[N+](=O)[O-])C (N,N-dimethyl-N-(5-nitro-1-naphthylmethyl)-N-3-formamidopropylammonium chloride). As a reaction SMILES: [CH3:1][N:2]([CH3:9])[CH2:3][CH2:4][CH2:5][NH:6][CH:7]=[O:8].[N+:10]([C:13]1[CH:22]=[CH:21][CH:20]=[C:19]2[C:14]=1[CH:15]=[CH:16][CH:17]=[C:18]2[CH2:23][Cl:24])([O-:12])=[O:11]>O>[Cl-:24].[CH3:1][N+:2]([CH3:9])([CH2:23][C:18]1[C:19]2[C:14](=[C:13]([N+:10]([O-:12])=[O:11])[CH:22]=[CH:21][CH:20]=2)[CH:15]=[CH:16][CH:17]=1)[CH2:3][CH2:4][CH2:5][NH:6][CH:7]=[O:8] |f:3.4|. Reported procedure: Proceeding in a manner similar to that described above in B-8a, 29.9 parts of N-(3-dimethylaminopropyl)formamide and 44.3 parts of 5-nitro-1-chloromethylnaphthalene were interacted in 30 parts of water to obtain N,N-dimethyl-N-(5-nitro-1-naphthylmethyl)-N-3-formamidopropylammonium chloride. The product was not isolated but was used directly in solution for reduction of the nitro group. Starting materials: three, [Cl-].[NH+]1=CC=CC=C1 (pyridinium chloride), COC1=C(NC2=CC=CC=C2)C=CC=C1 (2-methoxy-N-phenylaniline). Run in Cl (HCl). Reaction conditions: temperature 200 celsius. Product: C1(=CC=CC=C1)NC1=C(C=CC=C1)O (2-(phenylamino)phenol). Reaction SMILES: [Cl-].[NH+]1C=CC=CC=1.C[O:9][C:10]1[CH:22]=[CH:21][CH:20]=[CH:19][C:11]=1[NH:12][C:13]1[CH:18]=[CH:17][CH:16]=[CH:15][CH:14]=1>Cl>[C:13]1([NH:12][C:11]2[CH:19]=[CH:20][CH:21]=[CH:22][C:10]=2[OH:9])[CH:14]=[CH:15][CH:16]=[CH:17][CH:18]=1 |f:0.1|. Procedure: A 1 L three neck flask was charged with pyridinium chloride (52.2 g, 452 mmol) and 2-methoxy-N-phenylaniline (9 g, 45.2 mmol). The reaction mixture was heated to 200° C. for 4 hours. The reaction mixture was poured into 5% HCl (200 mL) and extracted with EtOAc (3×300 mL). The organic portion was combined and purified by column chromatography (100% DCM) to yield the desired product. (6.5 g, 77%) The reactants are CCOC(=O)CC(=O)OCC, O=C([O-])CC(=O)[O-], [Cl-], [Cl-], CC(C)(C(=O)Cl)c1cccc(Cl)c1, [Mg+2]. Product: CCOC(=O)C(C(=O)OCC)C(=O)C(C)(C)c1cccc(Cl)c1. Reaction SMILES: [C:1]([CH2:2][C:3](=[O:4])[O:5][CH2:6][CH3:7])(=[O:8])[O:9][CH2:10][CH3:11].[C:28]([O-:29])(=[O:30])[CH2:31][C:32]([O-:33])=[O:34].[Cl-:12].[Cl-:14].[Cl:15][c:16]1[cH:17][c:18]([C:22]([C:23](=[O:24])[Cl:25])([CH3:26])[CH3:27])[cH:19][cH:20][cH:21]1.[Mg+2:13]>>[C:1]([CH:2]([C:3](=[O:4])[O:5][CH2:6][CH3:7])[C:23]([C:22]([c:18]1[cH:17][c:16]([Cl:15])[cH:21][cH:20][cH:19]1)([CH3:26])[CH3:27])=[O:24])(=[O:8])[O:9][CH2:10][CH3:11]. Reactants: ClCCl (dichloromethane), COC1=C(C=C2C(=C1)CC(C2=O)CC3CCN(CC3)CC4=CC=CC=C4)OC.C(=O)(C(=O)O)O (Donepezil oxalate), N (Ammonia). The solvent is O (water). Reaction conditions: temperature 50 celsius, time 1 hour. Product: COC=1C=C2C(=CC1OC)C(=O)C(C2)CC3CCN(CC3)CC=4C=CC=CC4.Cl (Donepezil hydrochloride). RXN SMILES: [CH3:1][O:2][C:3]1[CH:8]=[C:7]2[CH2:9][CH:10]([CH2:13][CH:14]3[CH2:19][CH2:18][N:17]([CH2:20][C:21]4[CH:26]=[CH:25][CH:24]=[CH:23][CH:22]=4)[CH2:16][CH2:15]3)[C:11](=[O:12])[C:6]2=[CH:5][C:4]=1[O:27][CH3:28].C(O)(C(O)=O)=O.[Cl:35]CCl.N>O>[CH3:1][O:2][C:3]1[CH:8]=[C:7]2[CH2:9][CH:10]([CH2:13][CH:14]3[CH2:15][CH2:16][N:17]([CH2:20][C:21]4[CH:22]=[CH:23][CH:24]=[CH:25][CH:26]=4)[CH2:18][CH2:19]3)[C:11](=[O:12])[C:6]2=[CH:5][C:4]=1[O:27][CH3:28].[ClH:35] |f:0.1,5.6|. Procedure details: Donepezil oxalate (purified, example 2), 5 gms, was dissolved in water 50 ml under heating at 50° C. Stirring was continued for 1 hour with gradual cooling. At room temperature, dichloromethane 50 ml was added and stirred for 10 mins. Liquid Ammonia 5 ml was added slowly with stirring. The dichloromethane layer was separated and 50 ml water was added to it. Analytical grade concentrated hydrochloric acid 1.5 ml was slowly added and stirred for 10 mins. Dichloromethane was distilled off under vac... The reactants are ClC1=NC=C(C(=N1)C(C(F)(F)F)(F)F)C(=O)Cl (2-CHLORO-4-PENTAFLUOROETHYLPYRIMIDINE-5-CARBONYL CHLORIDE), NN (hydrazine), ClC1=NC=C(C(=N1)C(C(F)(F)F)(F)F)C(=O)OC (methyl 2-chloro-4-pentafluoroethylpyrimidine-5-carboxylate). The solvent is CO (methanol). Yields the product N(N)C1=NC=C(C(=N1)C(C(F)(F)F)(F)F)C(=O)OC (METHYL 2-HYDRAZINO-4-PENTAFLUOROETHYLPYRIMIDINE-5-CARBOXYLATE). Isolated yield 99.0%. Reaction SMILES: Cl[C:2]1[N:7]=[C:6]([C:8]([F:14])([F:13])[C:9]([F:12])([F:11])[F:10])[C:5]([C:15]([O:17][CH3:18])=[O:16])=[CH:4][N:3]=1.ClC1N=C(C(F)(F)C(F)(F)F)C(C(Cl)=O)=CN=1.[NH2:36][NH2:37]>CO>[NH:36]([C:2]1[N:7]=[C:6]([C:8]([F:14])([F:13])[C:9]([F:12])([F:11])[F:10])[C:5]([C:15]([O:17][CH3:18])=[O:16])=[CH:4][N:3]=1)[NH2:37]. Procedure details: The title compound was prepared according to the procedure of Example 47 but employing a solution of methyl 2-chloro-4-pentafluoroethylpyrimidine-5-carboxylate (0.55 g, 1.9 mmol; itself prepared by a reaction of methanol with 2-chloro-4-pentafluoroethylpyrimidine-5-carbonyl chloride (see Example 17)) and hydrazine (0.3 g, 9.4 mmol), resulting in a yield of 99% (0.54 g); 1HNMR (CDCl3) δ 8.87 (s, 1H), 7.09 (s, 1H), 3.92 (s, 3H), 1.7 (s, 2H). Reactants: ClCCl, Cl, CCOC(=O)C1CCNCC1, O=S(=O)(Cl)c1ccccc1, c1ccncc1. The product is CCOC(=O)C1CCN(S(=O)(=O)c2ccccc2)CC1. RXN SMILES: [CH2:29]([Cl:30])[Cl:31].[ClH:28].[NH:1]1[CH2:2][CH2:3][CH:4]([C:5](=[O:6])[O:7][CH2:8][CH3:9])[CH2:10][CH2:11]1.[c:18]1([S:24](=[O:25])(=[O:26])[Cl:27])[cH:19][cH:20][cH:21][cH:22][cH:23]1.[cH:12]1[cH:13][cH:14][n:15][cH:16][cH:17]1>>[N:1]1([S:24]([c:18]2[cH:19][cH:20][cH:21][cH:22][cH:23]2)(=[O:25])=[O:26])[CH2:2][CH2:3][CH:4]([C:5](=[O:6])[O:7][CH2:8][CH3:9])[CH2:10][CH2:11]1. Reactants: ClC(Cl)Cl, O=C(OO)c1cccc(Cl)c1, Cc1cc(F)c(-n2nc(C(F)(F)F)nc2NC(=O)C(F)(F)F)cc1C(SC(c1cc(-n2nc(C(F)(F)F)nc2NC(=O)C(F)(F)F)c(F)cc1C)C(F)(F)F)C(F)(F)F. The product is Cc1cc(F)c(-n2nc(C(F)(F)F)nc2NC(=O)C(F)(F)F)cc1C(S(=O)C(c1cc(-n2nc(C(F)(F)F)nc2NC(=O)C(F)(F)F)c(F)cc1C)C(F)(F)F)C(F)(F)F. As a reaction SMILES: [CH:71]([Cl:72])([Cl:73])[Cl:74].[Cl:60][c:61]1[cH:62][cH:63][cH:64][c:65]([C:66]([O:67][OH:69])=[O:68])[cH:70]1.[F:1][C:2]([C:3](=[O:4])[NH:5][c:6]1[n:7][c:8]([C:54]([F:55])([F:56])[F:57])[n:9][n:10]1-[c:11]1[c:12]([F:53])[cH:13][c:14]([CH3:52])[c:15]([CH:17]([C:18]([F:19])([F:20])[F:21])[S:22][CH:23]([C:24]([F:25])([F:26])[F:27])[c:28]2[c:29]([CH3:51])[cH:30][c:31]([F:50])[c:32](-[n:34]3[n:35][c:36]([C:46]([F:47])([F:48])[F:49])[n:37][c:38]3[NH:39][C:40]([C:41]([F:42])([F:43])[F:44])=[O:45])[cH:33]2)[cH:16]1)([F:58])[F:59]>>[F:1][C:2]([C:3](=[O:4])[NH:5][c:6]1[n:7][c:8]([C:54]([F:55])([F:56])[F:57])[n:9][n:10]1-[c:11]1[c:12]([F:53])[cH:13][c:14]([CH3:52])[c:15]([CH:17]([C:18]([F:19])([F:20])[F:21])[S:22]([CH:23]([C:24]([F:25])([F:26])[F:27])[c:28]2[c:29]([CH3:51])[cH:30][c:31]([F:50])[c:32](-[n:34]3[n:35][c:36]([C:46]([F:47])([F:48])[F:49])[n:37][c:38]3[NH:39][C:40]([C:41]([F:42])([F:43])[F:44])=[O:45])[cH:33]2)=[O:68])[cH:16]1)([F:58])[F:59]. Procedure details: The mixture of (6R,9R)-2-(tert-butylamino)-6-(2,3-difluorophenyl)-6,7,8,9-tetrahydro-5H-cyclohepta[b]pyridin-9-yl 4-(2-oxo-2,3-dihydro-1H-imidazo[4,5-b]pyridin-1-yl)piperidine-1-carboxylate (0.1537 g, 0.117 mmol) and TFA (4 mL, 1.18E+04 mmol) was heat to 70° C. for 1 hour. LCMS showed that most of the starting material was converted to the desired product. There was no sign of hydrolysis of the carbamate to alcohol. TFA was removed via vacuum and the crude was partitioned between ethyl acetate a... Conditions: temperature 70 celsius. The reactants are O=C1N(C=2C(=NC=CC2)N1)C1CCN(CC1)C(=O)O[C@@H]1CC[C@H](CC=2C1=NC(=CC2)NC(C)(C)C)C2=C(C(=CC=C2)F)F ((6R,9R)-2-(tert-butylamino)-6-(2,3-difluorophenyl)-6,7,8,9-tetrahydro-5H-cyclohepta[b]pyridin-9-yl 4-(2-oxo-2,3-dihydro-1H-imidazo[4,5-b]pyridin-1-yl)piperidine-1-carboxylate), C(=O)(C(F)(F)F)O (TFA). Product: O=C1N(C=2C(=NC=CC2)N1)C1CCN(CC1)C(=O)O[C@@H]1CC[C@H](CC=2C1=NC(=CC2)N)C2=C(C(=CC=C2)F)F ((6R,9R)-2-Amino-6-(2,3-difluorophenyl)-6,7,8,9-tetrahydro-5H-cyclohepta[b]pyridin-9-yl 4-(2-oxo-2,3-dihydro-1H-imidazo[4,5-b]pyridin-1-yl)piperidine-1-carboxylate). As a reaction SMILES: [O:1]=[C:2]1[NH:10][C:5]2=[N:6][CH:7]=[CH:8][CH:9]=[C:4]2[N:3]1[CH:11]1[CH2:16][CH2:15][N:14]([C:17]([O:19][C@H:20]2[C:26]3=[N:27][C:28]([NH:31]C(C)(C)C)=[CH:29][CH:30]=[C:25]3[CH2:24][C@H:23]([C:36]3[CH:41]=[CH:40][CH:39]=[C:38]([F:42])[C:37]=3[F:43])[CH2:22][CH2:21]2)=[O:18])[CH2:13][CH2:12]1.C(O)(C(F)(F)F)=O>>[O:1]=[C:2]1[NH:10][C:5]2=[N:6][CH:7]=[CH:8][CH:9]=[C:4]2[N:3]1[CH:11]1[CH2:12][CH2:13][N:14]([C:17]([O:19][C@H:20]2[C:26]3=[N:27][C:28]([NH2:31])=[CH:29][CH:30]=[C:25]3[CH2:24][C@H:23]([C:36]3[CH:41]=[CH:40][CH:39]=[C:38]([F:42])[C:37]=3[F:43])[CH2:22][CH2:21]2)=[O:18])[CH2:15][CH2:16]1. As a reaction SMILES: [CH3:12][CH2:13][CH2:14][CH2:15][CH:16]([CH2:17][CH2:18][CH2:19][CH3:20])[OH:21].[CH3:22][CH2:23][O:24][C:25](=[O:26])[CH3:27].[I:1][c:2]1[cH:3][cH:4][c:5]([CH3:6])[cH:7][c:8]1[C:9]([OH:10])=[O:11]>>[CH3:12][CH2:13][CH2:14][CH2:15][C:16]([CH2:17][CH2:18][CH2:19][CH3:20])=[O:21]. Starting materials: CCCCC(O)CCCC, CCOC(C)=O, Cc1ccc(I)c(C(=O)O)c1. The product is CCCCC(=O)CCCC. Reported procedure: Sodium hydride (60% in-oil dispersion, 800 mg) was added at room temperature to dimethyl sulfoxide (20 mL) under an argon gas atmosphere. The reaction mixture was stirred at 60° C. for 3 hours. The reaction mixture was cooled at room temperature. From the total obtained solution, 1.3 mL was added at room temperature to a dimethyl sulfoxide solution (2.0 mL) of triphenyl[4-(4-phenylbutyl)benzyl]phosphonium bromide salt (830 mg). The reaction mixture was stirred at room temperature for 30 minutes,... RXN SMILES: [H-].[Na+].CS(C)=O.[Br-].C1([P+](C2C=CC=CC=2)(C2C=CC=CC=2)CC2C=CC(C[CH2:23][CH2:24][CH2:25][C:26]3[CH:31]=[CH:30][CH:29]=[CH:28][CH:27]=3)=CC=2)C=CC=CC=1.O=[C:45]1[CH2:50][CH2:49][CH2:48][N:47]([CH2:51][CH2:52][C:53]([O:55][C:56]([CH3:59])([CH3:58])[CH3:57])=[O:54])[CH2:46]1.[OH2:60]>>[C:26]1([CH2:25][CH2:24][CH2:23][O:60][C:29]2[CH:30]=[CH:31][C:26]([CH:25]=[C:45]3[CH2:50][CH2:49][CH2:48][N:47]([CH2:51][CH2:52][C:53]([O:55][C:56]([CH3:59])([CH3:58])[CH3:57])=[O:54])[CH2:46]3)=[CH:27][CH:28]=2)[CH:27]=[CH:28][CH:29]=[CH:30][CH:31]=1 |f:0.1,3.4|. Reactants: CS(=O)C (dimethyl sulfoxide), O=C1CN(CCC1)CCC(=O)OC(C)(C)C (tert-butyl 3-(3-oxo-1-piperidinyl)propanoate), [H-].[Na+] (Sodium hydride), CS(=O)C (dimethyl sulfoxide), O (water), CS(=O)C (dimethyl sulfoxide), [Br-].C1(=CC=CC=C1)[P+](CC1=CC=C(C=C1)CCCCC1=CC=CC=C1)(C1=CC=CC=C1)C1=CC=CC=C1 (triphenyl[4-(4-phenylbutyl)benzyl]phosphonium bromide salt). Yields the product C1(=CC=CC=C1)CCCOC1=CC=C(C=C2CN(CCC2)CCC(=O)OC(C)(C)C)C=C1 (tert-butyl 3-{3-[4-(3-phenylpropoxy)benzylidene]-1-piperidinyl}propanoate). Reaction conditions: temperature 60 celsius, time 3 hour.